From a dataset of the Open Reaction Database (ORD), a public repository of structured organic reaction records. describe an organic reaction: reactants, conditions, products, and yield The reactants are C(C)OC(=O)C1CN(CCC1NS(=O)(=O)C1=CC=C(C=C1)OCC1=CC(=NC2=CC=CC=C12)C)CCO (1-(2-hydroxy-ethyl)-4-[4-(2-methyl-quinolin-4-ylmethoxy)-benzenesulfonylamino]-piperidine-3-carboxylic acid ethyl ester), Cl (HCl). Run in O1CCOCC1 (1,4-dioxane). Conditions: temperature 60 celsius. The product is OCCN1CC(C(CC1)NS(=O)(=O)C1=CC=C(C=C1)OCC1=CC(=NC2=CC=CC=C12)C)C(=O)O (1-(2-hydroxy-ethyl)-4-[4-(2-methyl-quinolin-4-ylmethoxy)-benzenesulfonylamino]-piperidine-3-carboxylic acid). Isolated yield 70.2%. RXN SMILES: C([O:3][C:4]([CH:6]1[CH:11]([NH:12][S:13]([C:16]2[CH:21]=[CH:20][C:19]([O:22][CH2:23][C:24]3[C:33]4[C:28](=[CH:29][CH:30]=[CH:31][CH:32]=4)[N:27]=[C:26]([CH3:34])[CH:25]=3)=[CH:18][CH:17]=2)(=[O:15])=[O:14])[CH2:10][CH2:9][N:8]([CH2:35][CH2:36][OH:37])[CH2:7]1)=[O:5])C.Cl>O1CCOCC1>[OH:37][CH2:36][CH2:35][N:8]1[CH2:9][CH2:10][CH:11]([NH:12][S:13]([C:16]2[CH:17]=[CH:18][C:19]([O:22][CH2:23][C:24]3[C:33]4[C:28](=[CH:29][CH:30]=[CH:31][CH:32]=4)[N:27]=[C:26]([CH3:34])[CH:25]=3)=[CH:20][CH:21]=2)(=[O:15])=[O:14])[CH:6]([C:4]([OH:5])=[O:3])[CH2:7]1. Procedure: To a solution of 1-(2-hydroxy-ethyl)-4-[4-(2-methyl-quinolin-4-ylmethoxy)-benzenesulfonylamino]-piperidine-3-carboxylic acid ethyl ester (0.6 g, 1.14 mmol) in 1,4-dioxane (10 mL) was added concentrated HCl (10 mL). The reaction was heated to 60° C. for 19 h and the solvent was then removed in vacuo. The residue was purified by reverse phase HPLC (Gilson) on a Phenomex C-18 semi-prep column eluting with an acetonitrile:water gradient to afford 1-(2-hydroxy-ethyl)-4-[4-(2-methyl-quinolin-4-ylmetho...